This data is from the Open Reaction Database (ORD), a public repository of structured organic reaction records. The task is: describe an organic reaction: reactants, conditions, products, and yield Reactants: C(C1=CC=CC=C1)OC1=C(C#N)C=CC(=C1OC)OC (2-benzyloxy-3,4-dimethoxybenzonitrile). The reagents and catalysts are [Pd] (palladium on charcoal). Solvent: C(C)O (ethanol). Conditions: time 4 hour. Yields the product OC1=C(C#N)C=CC(=C1OC)OC (2-Hydroxy-3,4-dimethoxybenzonitrile). Yield: 96.9%. As a reaction SMILES: C([O:8][C:9]1[C:16]([O:17][CH3:18])=[C:15]([O:19][CH3:20])[CH:14]=[CH:13][C:10]=1[C:11]#[N:12])C1C=CC=CC=1>[Pd].C(O)C>[OH:8][C:9]1[C:16]([O:17][CH3:18])=[C:15]([O:19][CH3:20])[CH:14]=[CH:13][C:10]=1[C:11]#[N:12]. Reported procedure: 10% palladium on charcoal (2.0 g) was added to a solution of 2-benzyloxy-3,4-dimethoxybenzonitrile (20.8 g, 0.077 mol) in ethanol (250 ml) and the reaction stirred under a hydrogen atmosphere of 414 kPa (60 p.s.i.) for 4 hours. On cooling, the mixture was filtered through Arbocel™, washing with further ethanol. The filtrate was evaporated under reduced pressure to give the subtitle compound as a yellow solid (13.37 g, 97%). Rf 0.19 (dichloromethane). MS m/z 197 (MNH4)+. Yields the product C(C1=CC=CC=C1)OC1=C(C=CC(=C1)OC1=CC=CC=C1)[N+](=O)[O-] (2-benzyloxy-4-phenoxy-1-nitrobenzene). The reactants are O (water), C(=O)([O-])[O-].[K+].[K+] (K2CO3), C1(=CC=CC=C1)O (phenol), C(C1=CC=CC=C1)OC1=C(C=CC(=C1)F)[N+](=O)[O-] (2-benzyloxy-4-fluoro-1-nitrobenzene). Reaction SMILES: C([O-])([O-])=O.[K+].[K+].[CH2:7]([O:14][C:15]1[CH:20]=[C:19](F)[CH:18]=[CH:17][C:16]=1[N+:22]([O-:24])=[O:23])[C:8]1[CH:13]=[CH:12][CH:11]=[CH:10][CH:9]=1.[C:25]1([OH:31])[CH:30]=[CH:29][CH:28]=[CH:27][CH:26]=1.O>CN(C=O)C>[CH2:7]([O:14][C:15]1[CH:20]=[C:19]([O:31][C:25]2[CH:30]=[CH:29][CH:28]=[CH:27][CH:26]=2)[CH:18]=[CH:17][C:16]=1[N+:22]([O-:24])=[O:23])[C:8]1[CH:13]=[CH:12][CH:11]=[CH:10][CH:9]=1 |f:0.1.2|. Reported procedure: To a suspension of K2CO3 (0.654 g, 4.74 mmol) in DMF (6 mL) is added 2-benzyloxy-4-fluoro-1-nitrobenzene (0.90 g, 3.64 mmol), followed by phenol (0.343 g, 3.64 mmol). The mixture is stirred at 100° C. for 48 h. The mixture is allowed to cool to ambient temperature, then poured into water and extracted into EtOAc. The organic phase is washed with water (2×), saturated NaCl (1×), and dried over Na2SO4. The solvent is removed under reduced pressure to afford 2-benzyloxy-4-phenoxy-1-nitrobenzene as ... The solvent is CN(C)C=O (DMF). Run at temperature 100 celsius, time 48 hour. The reactants are ClC1=C2C(=NC=C1)N=CN2 (7-chloro-1H-imidazo[4,5-b]pyridine), ClC1=CC=C2C(=N1)N=CN2 (5-chloro-1H-imidazo[4,5-b]pyridine), CNC1CCCCC1 (N-methylcyclohexanamine). Solvent: C(Cl)(Cl)Cl (chloroform). The product is C1(CCCCC1)N(C1=C2C(=NC=C1)N=CN2)C (N-cyclohexyl-N-methyl-1H-imidazo[4,5-b]pyridin-7-amine). As a reaction SMILES: Cl[C:2]1[CH:7]=[CH:6][N:5]=[C:4]2[N:8]=[CH:9][NH:10][C:3]=12.ClC1N=C2N=CNC2=CC=1.[CH3:21][NH:22][CH:23]1[CH2:28][CH2:27][CH2:26][CH2:25][CH2:24]1>C(Cl)(Cl)Cl>[CH:23]1([N:22]([CH3:21])[C:2]2[CH:7]=[CH:6][N:5]=[C:4]3[N:8]=[CH:9][NH:10][C:3]=23)[CH2:28][CH2:27][CH2:26][CH2:25][CH2:24]1. Procedure details: To a 1:1 mixture (100 mg) of 7-chloro-1H-imidazo[4,5-b]pyridine and 5-chloro-1H-imidazo[4,5-b]pyridine was added N-methylcyclohexanamine (500 ul), and irradiated microwave at 200° C. for 2 hours. The reaction mixture was diluted with chloroform, washed with brine, dried over MgSO4 and evaporated. The residue was purified by flash column chromatography over NH-silica gel with a chloroform/EtOAc (100:1-100:5) as eluant to give N-cyclohexyl-N-methyl-1H-imidazo[4,5-b]pyridin-7-amine (54.8 mg) as a w... Reactants: C1=CC(=CC=C1O)C (p-cresol), C(C)C1=CC=C(C=C1)O (p-ethylphenol), C(C(=O)O)(=O)O (oxalic acid), C1(=CC=CC=C1)O (phenol), C(C)C1=CC=C(C=C1)O (p-ethylphenol), C(=C)C1=CC=C(C=C1)O (p-vinylphenol), C1(=CC=CC=C1)O (phenol), C(=C)C1=CC=C(C=C1)O (p-vinylphenol), mixture, C(=C)C1=CC=C(C=C1)O (p-vinylphenol), C1=CC(=CC=C1O)C (p-cresol). Solvent: O (water), O (water). Reaction conditions: temperature 180 celsius. The product is 26.2, C#CC1=CC=C(C=C1)O (poly(p-vinylphenol)). Reaction SMILES: [CH:1]([C:3]1[CH:8]=[CH:7][C:6]([OH:9])=[CH:5][CH:4]=1)=[CH2:2].C(C1C=CC(O)=CC=1)C.C1(O)C=CC=CC=1.C1C(O)=CC=C(C)C=1.C(O)(=O)C(O)=O>O>[CH:2]#[C:1][C:3]1[CH:8]=[CH:7][C:6]([OH:9])=[CH:5][CH:4]=1. Reported procedure: 409.8 g of a mixture consisting of 21.4% of p-vinylphenol, 59.8% of p-ethylphenol, 1.5% of phenol, 7.7% of p-cresol and 9.6% of water was introduced, over 30 minutes, into a rotary evaporator heated at 180° C. under a vacuum of 6 mmHg, and vacuum flash distillation was conducted. 364.2 g of a distillate was obtained and its composition was 21.3% of p-vinylphenol, 61.6% of p-ethylphenol, 1.5% of phenol, 7.8% of p-cresol and 7.8% of water. 132.4 g of this p-vinylphenol fraction was mixed, without ... Starting materials: C(C)(C)N(CC)C(C)C (diisopropylethylamine), naphthyl chloro, BrC=1C=C(C=CC1)C=1C(N(C(=NC1C1=CC=NC=C1)Cl)C)=O (5-(3-Bromo-phenyl)-2-chloro-3-methyl-6-pyridin-4-yl-3H-pyrimidin-4-one), C(C)(C)NC[C@@H]1NCCC1 ((R)-isopropyl-pyrrolidin-2-ylmethyl-amine), ClC1=NC(=C(C(N1C)=O)C1=CC2=CC=CC=C2C=C1)C1=CC=NC=C1 (2-Chloro-3-methyl-5-naphthalen-2-yl-6-pyridin-4-yl-3H-pyrimidin-4-one). Solvent: ClCCl (dichloromethane), ClCCl (dichloromethane). Run at time 10 minute. Yields the product C(C)(C)NCC1N(CCC1)C1=NC(=C(C(N1C)=O)C1=CC2=CC=CC=C2C=C1)C1=CC=NC=C1 (2-[2-(Isopropylamino-methyl)-pyrrolidin-1-yl]-3-methyl-5-naphthalen-2-yl-6-pyridin-4-yl-3H-pyrimidin-4-one). RXN SMILES: [CH:1]([NH:4][CH2:5][C@H:6]1[CH2:10][CH2:9][CH2:8][NH:7]1)([CH3:3])[CH3:2].C(N(C(C)C)CC)(C)C.Cl[C:21]1[N:26]([CH3:27])[C:25](=[O:28])[C:24]([C:29]2[CH:38]=[CH:37][C:36]3[C:31](=[CH:32][CH:33]=[CH:34][CH:35]=3)[CH:30]=2)=[C:23]([C:39]2[CH:44]=[CH:43][N:42]=[CH:41][CH:40]=2)[N:22]=1.BrC1C=C(C2C(=O)N(C)C(Cl)=NC=2C2C=CN=CC=2)C=CC=1>ClCCl>[CH:1]([NH:4][CH2:5][CH:6]1[CH2:10][CH2:9][CH2:8][N:7]1[C:21]1[N:26]([CH3:27])[C:25](=[O:28])[C:24]([C:29]2[CH:38]=[CH:37][C:36]3[C:31](=[CH:32][CH:33]=[CH:34][CH:35]=3)[CH:30]=2)=[C:23]([C:39]2[CH:44]=[CH:43][N:42]=[CH:41][CH:40]=2)[N:22]=1)([CH3:3])[CH3:2]. Procedure details: To a 100 mL RBF, was added (R)-isopropyl-pyrrolidin-2-ylmethyl-amine (0.186 g, 0.86 mmol), and 50 mL dichloromethane at 0° C. under nitrogen. 0.3 mL diisopropylethylamine (1.71 mmol) was added drop wise, and stirred for 10 min. 2-Chloro-3-methyl-5-naphthalen-2-yl-6-pyridin-4-yl-3H-pyrimidin-4-one (0.2 g, 0.57 mmol) was added in one portion, and stirred at 0° C. to rt for 12 h. (This naphthyl chloro-intermediate was synthesized by a similar procedure as that of 5-(3-Bromo-phenyl)-2-chloro-3-methy... Starting materials: COC(=O)c1c(F)cc(OCc2ccccn2)cc1F, CC1CCCN1CC1CCCN1. The product is CC1CCCN1CC1CCCN1C(=O)c1c(F)cc(OCc2ccccn2)cc1F. Reaction SMILES: [CH3:1][O:2][C:3]([c:4]1[c:5]([F:19])[cH:6][c:7]([O:11][CH2:12][c:13]2[n:14][cH:15][cH:16][cH:17][cH:18]2)[cH:8][c:9]1[F:10])=[O:20].[CH3:21][CH:22]1[N:23]([CH2:27][CH:28]2[NH:29][CH2:30][CH2:31][CH2:32]2)[CH2:24][CH2:25][CH2:26]1>>[C:3]([c:4]1[c:5]([F:19])[cH:6][c:7]([O:11][CH2:12][c:13]2[n:14][cH:15][cH:16][cH:17][cH:18]2)[cH:8][c:9]1[F:10])(=[O:20])[N:29]1[CH:28]([CH2:27][N:23]2[CH:22]([CH3:21])[CH2:26][CH2:25][CH2:24]2)[CH2:32][CH2:31][CH2:30]1. Reactants: FC1=CC=C(C=C1)S(=O)(=O)Cl (4-fluorobenzenesulfonyl chloride), C(C)(C)N(CC)C(C)C (diisopropylethylamine), Cl.C(C)(=O)N1CCC(CC1)N (1-acetyl-4-aminopiperidine hydrochloride). The solvent is ClCCl (dichloromethane), ClCCl (dichloromethane), ClCCl (dichloromethane). Run at time 6.5 hour. Product: C(C)(=O)N1CCC(CC1)NS(=O)(=O)C1=CC=C(C=C1)F (N-(1-acetylpiperidin-4-yl)-4-fluorobenzenesulfonamide). The yield is 67058.9%. RXN SMILES: Cl.[C:2]([N:5]1[CH2:10][CH2:9][CH:8]([NH2:11])[CH2:7][CH2:6]1)(=[O:4])[CH3:3].C(N(C(C)C)CC)(C)C.[F:21][C:22]1[CH:27]=[CH:26][C:25]([S:28](Cl)(=[O:30])=[O:29])=[CH:24][CH:23]=1>ClCCl>[C:2]([N:5]1[CH2:10][CH2:9][CH:8]([NH:11][S:28]([C:25]2[CH:26]=[CH:27][C:22]([F:21])=[CH:23][CH:24]=2)(=[O:30])=[O:29])[CH2:7][CH2:6]1)(=[O:4])[CH3:3] |f:0.1|. Reported procedure: To a suspension of 1-acetyl-4-aminopiperidine hydrochloride (715 mg) in dichloromethane (7 ml) were added diisopropylethylamine (1.83 ml) and a solution of 4-fluorobenzenesulfonyl chloride (0.83 mg) in dichloromethane (2 ml) at ambient temperature. After stirring for 6.5 hours, the reaction mixture was diluted with dichloromethane and washed with water, saturated aqueous sodium hydrogen carbonate, and brine. After drying with magnesium sulfate, the solvents were removed under reduced pressure. A... The reactants are CN1C=CC2=CC(=CC(=C12)Br)F (1-methyl-5-fluoro-7-bromoindole), C(C(=O)OC)(=O)OC (dimethyl oxalate), C(C)(C)(C)[Li] (tert-butyl lithium), pentanes. Run in C1CCOC1 (THF). Reaction conditions: time 30 minute. Yields the product EtOAc hexanes, COC(C(=O)C=1C=C(C=C2C=CN(C12)C)F)=O ((1-Methyl-5-fluoro-1H-indol-7-yl)-oxo-acetic acid methyl ester). The yield is 49.1%. As a reaction SMILES: [CH3:1][N:2]1[C:10]2[C:5](=[CH:6][C:7]([F:12])=[CH:8][C:9]=2Br)[CH:4]=[CH:3]1.C([Li])(C)(C)C.[C:18](OC)(=[O:23])[C:19]([O:21][CH3:22])=[O:20]>C1COCC1>[CH3:22][O:21][C:19](=[O:20])[C:18]([C:9]1[CH:8]=[C:7]([F:12])[CH:6]=[C:5]2[C:10]=1[N:2]([CH3:1])[CH:3]=[CH:4]2)=[O:23]. Reported procedure: A solution of 1-methyl-5-fluoro-7-bromoindole (8.3 g, 36.4 mmol) in THF (250 mL) was cooled to −78° C. and a solution of tert-butyl lithium in pentanes (1.7 M, 47 mL, 80.1 mmol) added dropwise over 30 min. After 30 min at −78° C., the mixture was treated with dimethyl oxalate (10.75 g, 91 mmol) in one portion. After 15 min, the mixture was allowed to warm to room temperature and stirred 4 h. The reaction mixture was quenched with water, extracted with ethyl acetate and the extract washed with br...